Dataset: the Open Reaction Database (ORD), a public repository of structured organic reaction records. Task: describe an organic reaction: reactants, conditions, products, and yield Starting materials: N1(CCOCC1)S(=O)(=O)C1=NC(=CC=C1)OCC1=CC=CC=C1 (2-(morpholine-4-sulphonyl)-6-benzyloxypyridine), Br (hydrobromic acid). Run in C(C)(=O)O (acetic acid). Reaction conditions: temperature 45 celsius. Yields the product N1(CCOCC1)S(=O)(=O)C=1NC(C=CC1)=O (2-(morpholine-4-sulphonyl)pyrid-6-one). RXN SMILES: [N:1]1([S:7]([C:10]2[CH:15]=[CH:14][CH:13]=[C:12]([O:16]CC3C=CC=CC=3)[N:11]=2)(=[O:9])=[O:8])[CH2:6][CH2:5][O:4][CH2:3][CH2:2]1.Br>C(O)(=O)C>[N:1]1([S:7]([C:10]2[NH:11][C:12](=[O:16])[CH:13]=[CH:14][CH:15]=2)(=[O:9])=[O:8])[CH2:2][CH2:3][O:4][CH2:5][CH2:6]1. Reported procedure: To a solution of 2-(morpholine-4-sulphonyl)-6-benzyloxypyridine (0.6 g) in acetic acid (10 cm3) was added 48% hydrobromic acid (10 cm3). The mixture was heated to 45° C., then stirred until the reaction was complete. The mixture was cooled, quenched in water (50 cm3) and the product extracted into ethyl acetate (4×20 cm3). The combined organic layers were washed with water, dried over anhydrous magnesium sulphate and the solvent evaporated under reduced pressure. The crude product was purified b...